From a dataset of the Open Reaction Database (ORD), a public repository of structured organic reaction records. describe an organic reaction: reactants, conditions, products, and yield Starting materials: [BH4-], CC(C)(C)c1nn(CC(=O)Nc2sc3c(c2C(N)=O)CCCC3)cc1C=O, C1CCOC1, [Na+], O. Product: CC(C)(C)c1nn(CC(=O)Nc2sc3c(c2C(N)=O)CCCC3)cc1CO. RXN SMILES: [BH4-:1].[C:3]([CH3:4])([CH3:5])([CH3:6])[c:7]1[n:8][n:9]([CH2:14][C:15](=[O:16])[NH:17][c:18]2[c:19]([C:27](=[O:28])[NH2:29])[c:20]3[c:21]([s:22]2)[CH2:23][CH2:24][CH2:25][CH2:26]3)[cH:10][c:11]1[CH:12]=[O:13].[CH2:31]1[O:32][CH2:33][CH2:34][CH2:35]1.[Na+:2].[OH2:30]>>[C:3]([CH3:4])([CH3:5])([CH3:6])[c:7]1[n:8][n:9]([CH2:14][C:15](=[O:16])[NH:17][c:18]2[c:19]([C:27](=[O:28])[NH2:29])[c:20]3[c:21]([s:22]2)[CH2:23][CH2:24][CH2:25][CH2:26]3)[cH:10][c:11]1[CH2:12][OH:13].